describe an organic reaction: reactants, conditions, products, and yield From a dataset of the Open Reaction Database (ORD), a public repository of structured organic reaction records. The reactants are O=C(CSC=1C=C(C(=O)O)C=CC1)C (3-(2-Oxo-propylsulfanyl)-benzoic acid), OS(=O)(=O)O (H2SO4), C(C)O (ethanol). Yields the product C(C)OC(C1=CC(=CC=C1)SCC(C)=O)=O (3-(2-Oxo-propylsulfanyl)-benzoic acid ethyl ester). RXN SMILES: [O:1]=[C:2]([CH3:14])[CH2:3][S:4][C:5]1[CH:6]=[C:7]([CH:11]=[CH:12][CH:13]=1)[C:8]([OH:10])=[O:9].OS(O)(=O)=O.[CH2:20](O)[CH3:21]>>[CH2:20]([O:9][C:8](=[O:10])[C:7]1[CH:11]=[CH:12][CH:13]=[C:5]([S:4][CH2:3][C:2](=[O:1])[CH3:14])[CH:6]=1)[CH3:21]. Procedure details: 3-(2-Oxo-propylsulfanyl)-benzoic acid from the previous reaction was dissolved in ethanol and a catalytic amount of conc. H2SO4 was added. The reaction was monitored by analytical TLC and when it was complete the reaction was concentrated to dryness and the resulting residue was purified via silica gel chromatography to give the title compound. The reactants are Cl (HCl), COC1=CC=C2C(C=C(O2)C2=CC=C(C=C2)OC)=C1C#N (5-Methoxy-2-(4-methoxy-phenyl)-benzofuran-4-carbonitrile), Cl.N1=CC=CC=C1 (pyridine hydrochloride). The solvent is C(C)(=O)OCC (ethyl acetate). Run at temperature 200 celsius. Yields the product OC1=CC=C2C(C=C(O2)C2=CC=C(C=C2)O)=C1C#N (5-Hydroxy-2-(4-hydroxy-phenyl)-benzofuran-4-carbonitrile). Yield: 84.7%. As a reaction SMILES: C[O:2][C:3]1[C:19]([C:20]#[N:21])=[C:7]2[CH:8]=[C:9]([C:11]3[CH:16]=[CH:15][C:14]([O:17]C)=[CH:13][CH:12]=3)[O:10][C:6]2=[CH:5][CH:4]=1.Cl.N1C=CC=CC=1.Cl>C(OCC)(=O)C>[OH:2][C:3]1[C:19]([C:20]#[N:21])=[C:7]2[CH:8]=[C:9]([C:11]3[CH:12]=[CH:13][C:14]([OH:17])=[CH:15][CH:16]=3)[O:10][C:6]2=[CH:5][CH:4]=1 |f:1.2|. Procedure details: 5-Methoxy-2-(4-methoxyphenyl)-benzofuran-4-carbonitrile 134 (0.088 g, 0.31 mmol) was placed in a sealed tube along with pyridine hydrochloride (enough to fill the volume of the tube by one-half) and heated at 200° C. for 2.5 hours. The reaction was dissolved into a mixture of ethyl acetate and 1 N HCl. The layers were separated and the aqueous layer was extracted with ethyl acetate (2×). The combined organics was washed with 1N HCl (1×), water (1×) and then dried over magnesium sulfate, filtered... The reactants are O (water), COC=1C=C(C=CC1OC)CCO (3,4-dimethoxybenzeneethanol), CN1CCN(CC1)CCC(CC)=O (1-(4-methylpiperazinyl)pentane-3-one), Cl (hydrochloric acid). The solvent is O1CCOCC1 (dioxane). Conditions: time 24 hour. Product: C(C)C1(OCCC2=C1C=C(C(=C2)OC)OC)CCN2CCN(CC2)C (1-[2-(1-ethyl-3,4-dihydro-6,7-dimethoxy-1H-2-benzopyran-1-yl)ethyl]-4-methylpiperazine). Isolated yield 68.6%. Reaction SMILES: [CH3:1][O:2][C:3]1[CH:4]=[C:5]([CH2:11][CH2:12][OH:13])[CH:6]=[CH:7][C:8]=1[O:9][CH3:10].[CH3:14][N:15]1[CH2:20][CH2:19][N:18]([CH2:21][CH2:22][C:23](=O)[CH2:24][CH3:25])[CH2:17][CH2:16]1.Cl.O>O1CCOCC1>[CH2:24]([C:23]1([CH2:22][CH2:21][N:18]2[CH2:17][CH2:16][N:15]([CH3:14])[CH2:20][CH2:19]2)[C:6]2[CH:7]=[C:8]([O:9][CH3:10])[C:3]([O:2][CH3:1])=[CH:4][C:5]=2[CH2:11][CH2:12][O:13]1)[CH3:25]. Procedure details: A mixture of 34.8 g of 3,4-dimethoxybenzeneethanol and 32 g of crude 1-(4-methylpiperazinyl)pentane-3-one in 400 ml of dioxane, which is saturated with anhydrous hydrochloric acid, was stirred at ambient temperature for 24 h. After addition of water the mixture was extracted with dichloromethane. The organic phase was washed, dried and evaporated to yield 41.5 g (68.5%) of crude 1-[2-(1-ethyl-3,4-dihydro-6,7-dimethoxy-1H-2-benzopyran-1-yl)ethyl]-4-methylpiperazine. Starting materials: C(C)(C)N=C=O (isopropylisocyanate), C1(=CC=CC=C1)S(=O)(=O)NC1=C(N)C=CC(=C1)C#N (2-benzenesulfonylamino-4-cyanoaniline). Solvent: CN(C)C=O (DMF). Reaction conditions: temperature 80 celsius, time 3 hour. Yields the product C1(=CC=CC=C1)S(=O)(=O)NC1=C(C=CC(=C1)C#N)NC(=O)NC(C)C (N-(2-benzenesulfonylamino-4-cyanophenyl)-N'-(isopropyl)urea). The yield is 64.1%. Reaction SMILES: [CH:1]([N:4]=[C:5]=[O:6])([CH3:3])[CH3:2].[C:7]1([S:13]([NH:16][C:17]2[CH:23]=[C:22]([C:24]#[N:25])[CH:21]=[CH:20][C:18]=2[NH2:19])(=[O:15])=[O:14])[CH:12]=[CH:11][CH:10]=[CH:9][CH:8]=1>CN(C=O)C>[C:7]1([S:13]([NH:16][C:17]2[CH:23]=[C:22]([C:24]#[N:25])[CH:21]=[CH:20][C:18]=2[NH:19][C:5]([NH:4][CH:1]([CH3:3])[CH3:2])=[O:6])(=[O:15])=[O:14])[CH:8]=[CH:9][CH:10]=[CH:11][CH:12]=1. Procedure: To a solution of isopropylisocyanate (31.2 mg, 0.37 mmol) in DMF (0.5 ml), 2-benzenesulfonylamino-4-cyanoaniline (100 mg, 0.37 mmol) was added. The reaction mixture was stirred at 80° C. for 3 hours. Chromatography of the resulting liquid on silica gel gave the desired product (85 mg, 65%). EI-MS m/z 359.4 (M+). Yields the product CCOC(=O)C(Cc1ccc(OCCc2ccc(NC(=O)Oc3ccccc3)cc2)cc1)OCC. The reactants are CCOC(=O)C(Cc1ccc(OCCc2ccc(N)cc2)cc1)OCC, O=C(Cl)Oc1ccccc1, Cl, C1CCOC1. Reaction SMILES: [CH2:2]([CH3:3])[O:4][C:5]([CH:6]([CH2:7][c:8]1[cH:9][cH:10][c:11]([O:14][CH2:15][CH2:16][c:17]2[cH:18][cH:19][c:20]([NH2:23])[cH:21][cH:22]2)[cH:12][cH:13]1)[O:24][CH2:25][CH3:26])=[O:27].[Cl:28][C:29](=[O:30])[O:31][c:32]1[cH:33][cH:34][cH:35][cH:36][cH:37]1.[ClH:1].[O:38]1[CH2:39][CH2:40][CH2:41][CH2:42]1>>[CH2:2]([CH3:3])[O:4][C:5]([CH:6]([CH2:7][c:8]1[cH:9][cH:10][c:11]([O:14][CH2:15][CH2:16][c:17]2[cH:18][cH:19][c:20]([NH:23][C:29](=[O:30])[O:31][c:32]3[cH:33][cH:34][cH:35][cH:36][cH:37]3)[cH:21][cH:22]2)[cH:12][cH:13]1)[O:24][CH2:25][CH3:26])=[O:27].